The task is: describe an organic reaction: reactants, conditions, products, and yield. This data is from the Open Reaction Database (ORD), a public repository of structured organic reaction records. The reactants are IC1=CC=C2C(=NNC2=C1)C(C)(C)O (2-(6-iodo-1H-indazol-3-yl)propan-2-ol), [H-].[Na+] (sodium hydride), [H-].[Na+] (sodium hydride), ClC1=NC(=NC=C1Cl)N (4,5-dichloropyrimidin-2-amine). Run in CN(C)C=O (DMF). Conditions: time 18 hour. Yields the product NC1=NC=C(C(=N1)N1N=C(C2=CC=C(C=C12)I)C(C)(C)O)Cl (2-[1-(2-amino-5-chloropyrimidin-4-yl)-6-iodo-1H-indazol-3-yl]propan-2-ol). RXN SMILES: [I:1][C:2]1[CH:10]=[C:9]2[C:5]([C:6]([C:11]([OH:14])([CH3:13])[CH3:12])=[N:7][NH:8]2)=[CH:4][CH:3]=1.[H-].[Na+].Cl[C:18]1[C:23]([Cl:24])=[CH:22][N:21]=[C:20]([NH2:25])[N:19]=1>CN(C=O)C>[NH2:25][C:20]1[N:21]=[C:22]([N:8]2[C:9]3[C:5](=[CH:4][CH:3]=[C:2]([I:1])[CH:10]=3)[C:6]([C:11]([OH:14])([CH3:12])[CH3:13])=[N:7]2)[C:23]([Cl:24])=[CH:18][N:19]=1 |f:1.2|. Procedure details: To a solution of 2-(6-iodo-1H-indazol-3-yl)propan-2-ol (300 mg, 0.99 mmol) in dry DMF (10 mL) at 0° C. under an atmosphere of nitrogen was introduced sodium hydride (63 mg of a 60% dispersion in mineral oil, 1.59 mmol). After 20 minutes at this temperature, 4,5-dichloropyrimidin-2-amine (326 mg, 1.99 mmol) was added and the solution warmed to RT for 10 minutes, then to 65° C. for 18 hr. Following cooling to RT, the reaction mixture was re-treated with additional sodium hydride (24 mg of a 60% di... The reactants are COC(C1=C(C=C(C=C1)OCCOC1=C(C=C(C=C1C1=CC(=CC=C1)C(F)(F)F)C(NCCCCCCCCC1=CC=CC=C1)=O)C1=CC(=CC=C1)C(F)(F)F)O)=O (2-hydroxy-4-{2-[5′-(8-phenyl-octylcarbamoyl)-3,3″-bis-trifluoromethyl[1,1′;3′,1″]terphenyl-2′-yloxy]-ethoxy}-benzoic acid methyl ester), [OH-].[Na+] (NaOH), Cl (HCl). Run in O (H2O), CCO (EtOH). Product: OC1=C(C(=O)O)C=CC(=C1)OCCOC1=C(C=C(C=C1C1=CC(=CC=C1)C(F)(F)F)C(NCCCCCCCCC1=CC=CC=C1)=O)C1=CC(=CC=C1)C(F)(F)F (2-Hydroxy-4-{2-[5′-(8-phenyl-octylcarbamoyl)-3,3″-bis-trifluoromethyl-[1,1′;3′,1″]terphenyl-2′-yloxy]-ethoxy}-benzoic Acid). Isolated yield 95.8%. RXN SMILES: C[O:2][C:3](=[O:58])[C:4]1[CH:9]=[CH:8][C:7]([O:10][CH2:11][CH2:12][O:13][C:14]2[C:19]([C:20]3[CH:25]=[CH:24][CH:23]=[C:22]([C:26]([F:29])([F:28])[F:27])[CH:21]=3)=[CH:18][C:17]([C:30](=[O:46])[NH:31][CH2:32][CH2:33][CH2:34][CH2:35][CH2:36][CH2:37][CH2:38][CH2:39][C:40]3[CH:45]=[CH:44][CH:43]=[CH:42][CH:41]=3)=[CH:16][C:15]=2[C:47]2[CH:52]=[CH:51][CH:50]=[C:49]([C:53]([F:56])([F:55])[F:54])[CH:48]=2)=[CH:6][C:5]=1[OH:57].[OH-].[Na+].Cl>CCO.O>[OH:57][C:5]1[CH:6]=[C:7]([O:10][CH2:11][CH2:12][O:13][C:14]2[C:15]([C:47]3[CH:52]=[CH:51][CH:50]=[C:49]([C:53]([F:54])([F:55])[F:56])[CH:48]=3)=[CH:16][C:17]([C:30](=[O:46])[NH:31][CH2:32][CH2:33][CH2:34][CH2:35][CH2:36][CH2:37][CH2:38][CH2:39][C:40]3[CH:45]=[CH:44][CH:43]=[CH:42][CH:41]=3)=[CH:18][C:19]=2[C:20]2[CH:25]=[CH:24][CH:23]=[C:22]([C:26]([F:27])([F:28])[F:29])[CH:21]=2)[CH:8]=[CH:9][C:4]=1[C:3]([OH:58])=[O:2] |f:1.2|. Procedure: To a solution of 2-hydroxy-4-{2-[5′-(8-phenyl-octylcarbamoyl)-3,3″-bis-trifluoromethyl[1,1′;3′,1″]terphenyl-2′-yloxy]-ethoxy}-benzoic acid methyl ester (0.980 g, 1.21 mmol, 1 eq) in EtOH (20 mL) was added 50% NaOH (10 mL) and the reaction was heated at reflux overnight. It was cooled to rt, diluted with H2O, and acidified with 2M HCl to pH 1. It was extracted with EtOAc, dried over MgSO4 and concentrated in vacuo. The residue was purified by flash chromatography (30% EtOAc:hexane) to afford the ... Reactants: N1=CC=C(C=C1)C (4-picoline), C(C)(C)(C)OC(N(C)C)N(C)C (bis(dimethylamino)methyl tertiary-butyl ether). Run in CN(C=O)C (dimethylformamide). Product: CN(C=CC1=CC=NC=C1)C (4-(2-dimethylamino-1-ethenyl)pyridine). The yield is 80.2%. Reaction SMILES: [N:1]1[CH:6]=[CH:5][C:4]([CH3:7])=[CH:3][CH:2]=1.C(O[CH:13](N(C)C)[N:14]([CH3:16])[CH3:15])(C)(C)C>CN(C)C=O>[CH3:13][N:14]([CH3:16])[CH:15]=[CH:7][C:4]1[CH:5]=[CH:6][N:1]=[CH:2][CH:3]=1. Procedure: A solution of 47 g 4-picoline and 105.5 g bis(dimethylamino)methyl tertiary-butyl ether in 125 ml dimethylformamide (DMF) was heated at 140° C. under nitrogen for 18 hours. The solvent was removed in vacuo and the crystalline residue dissolved in boiling cyclohexane (about 3 L). The solution was filtered through filter paper containing charcoal and concentrated in vacuo to give 60 g (80%) 4-(2-dimethylamino-1-ethenyl)pyridine as light orange crystals. Starting materials: FC1=C(C(=O)O)C=CC(=C1)NC(=O)C1=CC=C2CCCN(C2=C1)S(=O)(=O)C1=CC(=CC=C1)C(F)(F)F (2-Fluoro-4-{[1-(3-trifluoromethyl-benzenesulfonyl)-1,2,3,4-tetrahydro-quinoline-7-carbonyl]-amino}-benzoic acid), FC(C=1C=C(C=CC1)S(=O)(=O)Cl)(F)F (3-trifluoromethyl-benzenesulfonyl chloride). The product is C(C)OC(C1=C(C=C(C=C1)NC(=O)C1=CC=C2CCCN(C2=C1)S(=O)(=O)C1=CC(=CC=C1)C(F)(F)F)F)=O (2-fluoro-4-{[1-(3-trifluoromethyl-benzenesulfonyl)-1,2,3,4-tetrahydro-quinoline-7-carbonyl]-amino}-benzoic acid ethyl ester). RXN SMILES: [F:1][C:2]1[CH:10]=[C:9]([NH:11][C:12]([C:14]2[CH:23]=[C:22]3[C:17]([CH2:18][CH2:19][CH2:20][N:21]3[S:24]([C:27]3[CH:32]=[CH:31][CH:30]=[C:29]([C:33]([F:36])([F:35])[F:34])[CH:28]=3)(=[O:26])=[O:25])=[CH:16][CH:15]=2)=[O:13])[CH:8]=[CH:7][C:3]=1[C:4]([OH:6])=[O:5].F[C:38](F)(F)[C:39]1C=C(S(Cl)(=O)=O)C=CC=1>>[CH2:38]([O:5][C:4](=[O:6])[C:3]1[CH:7]=[CH:8][C:9]([NH:11][C:12]([C:14]2[CH:23]=[C:22]3[C:17]([CH2:18][CH2:19][CH2:20][N:21]3[S:24]([C:27]3[CH:32]=[CH:31][CH:30]=[C:29]([C:33]([F:34])([F:36])[F:35])[CH:28]=3)(=[O:26])=[O:25])=[CH:16][CH:15]=2)=[O:13])=[CH:10][C:2]=1[F:1])[CH3:39]. Procedure details: 2-Fluoro-4-{[1-(3-trifluoromethyl-benzenesulfonyl)-1,2,3,4-tetrahydro-quinoline-7-carbonyl]-amino}-benzoic acid, m/z (ES+): 523.29 (M+H+.), was prepared in analogy to example 48, steps 1 to 5. Step 4 was performed using 3-trifluoromethyl-benzenesulfonyl chloride, yielding 2-fluoro-4-{[1-(3-trifluoromethyl-benzenesulfonyl)-1,2,3,4-tetrahydro-quinoline-7-carbonyl]-amino}-benzoic acid ethyl ester, which was hydrolyzed in step 5. Starting materials: O=C([O-])[O-], CNC(=O)CCl, [K+], [K+], CN(C)C=O, COCc1nn(C2CCNCC2)cc1-c1cnc(N)c(-c2nc3ccccc3o2)c1. The product is CNC(=O)CN1CCC(n2cc(-c3cnc(N)c(-c4nc5ccccc5o4)c3)c(COC)n2)CC1. As a reaction SMILES: [C:37](=[O:38])([O-:39])[O-:40].[Cl:1][CH2:2][C:3](=[O:4])[NH:5][CH3:6].[K+:41].[K+:42].[O:43]=[CH:44][N:45]([CH3:46])[CH3:47].[o:7]1[c:8](-[c:16]2[c:17]([NH2:36])[n:18][cH:19][c:20](-[c:22]3[c:23]([CH2:33][O:34][CH3:35])[n:24][n:25]([CH:27]4[CH2:28][CH2:29][NH:30][CH2:31][CH2:32]4)[cH:26]3)[cH:21]2)[n:9][c:10]2[c:11]1[cH:12][cH:13][cH:14][cH:15]2>>[CH2:2]([C:3](=[O:4])[NH:5][CH3:6])[N:30]1[CH2:29][CH2:28][CH:27]([n:25]2[n:24][c:23]([CH2:33][O:34][CH3:35])[c:22](-[c:20]3[cH:19][n:18][c:17]([NH2:36])[c:16](-[c:8]4[o:7][c:11]5[c:10]([n:9]4)[cH:15][cH:14][cH:13][cH:12]5)[cH:21]3)[cH:26]2)[CH2:32][CH2:31]1. The reactants are CC1=CC(=C(C=C1)N)N (4-methyl-1,2-phenylenediamine), ClC1=CC=C(C=C1)C1CC(=O)OC(C1)=O (3-(4-chlorophenyl)glutaric anhydride). Yields the product CC1=CC2=C(N3C(=N2)CC(CC3=O)C3=CC=CC=C3)C=C1 (7-methyl-3-phenyl-3,4-dihydropyrido[1,2-a]benzimidazol-1(2H)-one), CC=1C=CC2=C(N3C(=N2)CC(CC3=O)C3=CC=CC=C3)C1 (8-methyl-3-phenyl-3,4-dihydropyrido[1,2-a]benzimidazol-1(2H)-one). RXN SMILES: [CH3:1][C:2]1[CH:7]=[CH:6][C:5]([NH2:8])=[C:4]([NH2:9])[CH:3]=1.Cl[C:11]1[CH:16]=[CH:15][C:14]([CH:17]2[CH2:23][C:22](=O)[O:21][C:19](=[O:20])[CH2:18]2)=[CH:13][CH:12]=1>>[CH3:1][C:2]1[CH:7]=[CH:6][C:5]2[N:8]3[C:19](=[O:20])[CH2:18][CH:17]([C:14]4[CH:15]=[CH:16][CH:11]=[CH:12][CH:13]=4)[CH2:23][C:22]3=[N:9][C:4]=2[CH:3]=1.[CH3:1][C:2]1[CH:7]=[CH:6][C:5]2[N:8]=[C:22]3[CH2:23][CH:17]([C:14]4[CH:13]=[CH:12][CH:11]=[CH:16][CH:15]=4)[CH2:18][C:19](=[O:21])[N:9]3[C:4]=2[CH:3]=1. Reported procedure: By a procedure similar to that of example 1.22.1, starting from commercial 4-methyl-1,2-phenylenediamine and 3-(4-chlorophenyl)glutaric anhydride, a 1:1-mixture of the regioisomers 7-methyl-3-phenyl-3,4-dihydropyrido[1,2-a]benzimidazol-1(2H)-one and 8-methyl-3-phenyl-3,4-dihydropyrido[1,2-a]benzimidazol-1(2H)-one was obtained.